This data is from the Open Reaction Database (ORD), a public repository of structured organic reaction records. The task is: describe an organic reaction: reactants, conditions, products, and yield Procedure details: A solution of ZnBr2 in THF (1.5 M, 2 mL, 3.0 mmol) was added to a solution of (4-(tetrahydro-2H-pyran-2-yloxy)phenyl)magnesium bromide in THF (0.2 M, 15 mL, 3 mmol) under an atmosphere of argon atr.t. The reaction mixture was stirred for 10 minutes, cooled with a dry-ice acetone bath. Palladium tetrakistriphenylphosphine (50 mg) and a solution of 2,6-difluorobenzoyl chloride (0.37 mL, 3 mmol) in THF (2 mL) were added. The mixture was stirred over night at r.t. The organic phase was washed with b... The reactants are Palladium tetrakistriphenylphosphine, FC1=C(C(=O)Cl)C(=CC=C1)F (2,6-difluorobenzoyl chloride), O1C(CCCC1)OC1=CC=C(C=C1)[Mg]Br ((4-(tetrahydro-2H-pyran-2-yloxy)phenyl)magnesium bromide). Product: FC1=C(C(=CC=C1)F)C(=O)C1=CC=C(C=C1)OC1OCCCC1 ((2,6-Difluorophenyl)(4-(tetrahydro-2H-pyran-2-yloxy)phenyl)-methanone). The solvent is C1CCOC1 (THF), C1CCOC1 (THF), C1CCOC1 (THF). Reagents/catalysts: [Zn+2].[Br-].[Br-] (ZnBr2). Conditions: time 10 minute. Reaction SMILES: [O:1]1[CH2:6][CH2:5][CH2:4][CH2:3][CH:2]1[O:7][C:8]1[CH:13]=[CH:12][C:11]([Mg]Br)=[CH:10][CH:9]=1.[F:16][C:17]1[CH:25]=[CH:24][CH:23]=[C:22]([F:26])[C:18]=1[C:19](Cl)=[O:20]>C1COCC1.[Zn+2].[Br-].[Br-]>[F:16][C:17]1[CH:25]=[CH:24][CH:23]=[C:22]([F:26])[C:18]=1[C:19]([C:11]1[CH:12]=[CH:13][C:8]([O:7][CH:2]2[CH2:3][CH2:4][CH2:5][CH2:6][O:1]2)=[CH:9][CH:10]=1)=[O:20] |f:3.4.5|. Starting materials: CC(=O)C (acetone), ClC1=C(C(=O)O)C=CC=N1 (2-chloronicotinic acid), CNC1=CC=CC=C1 (N-methylaniline), S(=O)(Cl)Cl (thionyl chloride), [S-]C#N.[NH4+] (ammonium thiocyanate), CC(=O)C (acetone). Run in CN(C)C=O (DMF). Yields the product CC1N(C2=CC=CC=C2C1)C=1SC2=C(C(N1)=O)C=CC=N2 (2-(2-methylindolin-1-yl)-4H-pyrido[3,2-e]-1,3-thiazin-4-one). Reaction SMILES: Cl[C:2]1[N:10]=[CH:9][CH:8]=[CH:7][C:3]=1[C:4]([OH:6])=O.S(Cl)(Cl)=O.[S-:15][C:16]#[N:17].[NH4+:18].CN[C:21]1[CH:26]=[CH:25][CH:24]=[CH:23][CH:22]=1.[CH3:27][C:28]([CH3:30])=O>CN(C=O)C>[CH3:27][CH:28]1[CH2:30][C:21]2[C:22](=[CH:23][CH:24]=[CH:25][CH:26]=2)[N:17]1[C:16]1[S:15][C:2]2[N:10]=[CH:9][CH:8]=[CH:7][C:3]=2[C:4](=[O:6])[N:18]=1 |f:2.3|. Procedure details: The reaction procedure of Example 57 was followed except that 1.757 g (11.2 mmol) of 2-chloronicotinic acid, 15 ml of thionyl chloride, two droplets of DMF, 891 mg of ammonium thiocyanate, 15 ml of acetone, 1.26 g of N-methylaniline and 10 ml of acetone were used. As a result, 2.37 g of 2-(2-methylindolin-1-yl)-4H-pyrido[3,2-e]-1,3-thiazin-4-one was obtained. The reactants are C(C)(=O)NC1=C(C=C2C(=C1)OCO2)C(CCl)=O (2'-acetylamino-4',5'-methylenedioxy-2-chloroacetophenone), 2'-pivoylamino-4',5'-methylenedioxy-2-chloroacetophenone, NaOH ice. Solvent: C(C)O (ethanol). The product is NC1=C(C=C2C(=C1)OCO2)C(CCl)=O (2'-amino-4',5'-methylenedioxy-2-chloroacetophenone). The yield is 51.7%. RXN SMILES: C([NH:4][C:5]1[CH:10]=[C:9]2[O:11][CH2:12][O:13][C:8]2=[CH:7][C:6]=1[C:14](=[O:17])[CH2:15][Cl:16])(=O)C>C(O)C>[NH2:4][C:5]1[CH:10]=[C:9]2[O:11][CH2:12][O:13][C:8]2=[CH:7][C:6]=1[C:14](=[O:17])[CH2:15][Cl:16]. Procedure: To 2'-acetylamino-4',5'-methylenedioxy-2-chloroacetophenone (0.9 g, 3.53 mmol) or an equivalent amount of 2'-pivoylamino-4',5'-methylenedioxy-2-chloroacetophenone in ethanol (60 mL) at about 5° C. is added, dropwise, conc. HCI (12.5 mL, 149.7 mmol). The reaction mixture is then heated at reflux for about an hour, then poured over 2 N NaOH/ice (80 mL/60 g) and washed with ethyl acetate (3 ×70 mL). The organic portions are combined and washed with brine (50 mL), dried (anhydrous sodium sulfate) an... The reactants are NC=1C=C(C(=O)C2=CC=CC=C2)C=CC1N (3,4 diaminobenzophenone), Cl.C(CCC)(OCC)=N (ethyl butyrimidate hydrochloride). Run in C(C)O (ethanol). Reaction conditions: time 18 hour. Yields the product C1(=CC=CC=C1)C(=O)C1=CC2=C(NC(=N2)CCC)C=C1 (Phenyl-(2-propyl-1H-benzoimidazol-5-yl)-methanone). Yield: 45.4%. As a reaction SMILES: [NH2:1][C:2]1[CH:3]=[C:4]([CH:13]=[CH:14][C:15]=1[NH2:16])[C:5]([C:7]1[CH:12]=[CH:11][CH:10]=[CH:9][CH:8]=1)=[O:6].Cl.[C:18](=N)(OCC)[CH2:19][CH2:20][CH3:21]>C(O)C>[C:7]1([C:5]([C:4]2[CH:13]=[CH:14][C:15]3[NH:16][C:18]([CH2:19][CH2:20][CH3:21])=[N:1][C:2]=3[CH:3]=2)=[O:6])[CH:12]=[CH:11][CH:10]=[CH:9][CH:8]=1 |f:1.2|. Reported procedure: A mixture of 3,4 diaminobenzophenone (21.2 g; 0.1 mol) and ethyl butyrimidate hydrochloride (22.7 g; 0.15 mol) in ethanol (500 mL) was heated at reflux for a period of 6 hours. The mixture was stirred at ambient temperature for 18 hours. The solvent was evaporated and the residue was purified by flash chromatography on silica gel (EtOAc/Hexane; 1:1). Crystallization from ethyl acetate provided 12 g (45% yield) of the title compound as an off-white solid, m.p. 131-132° C. Anal. Calcd. for C17H16N... Reactants: C1(=CC=CC=C1)[C@@H]1NC(N[C@@H]1C1=CC=CC=C1)=S (cis-4,5-Diphenylimidazolidine-2-thione), COC=1C=C(CCl)C=CC1 (3-methoxybenzyl chloride). The solvent is CCO (EtOH). Yields the product Cl.COC=1C=C(CSC=2N[C@@H]([C@@H](N2)C2=CC=CC=C2)C2=CC=CC=C2)C=CC1 (2-[(3-Methoxybenzyl)thio]-cis-4,5-diphenyl-4,5-dihydro-1H-imidazole hydrochloride). Yield: 65.6%. Reaction SMILES: [C:1]1([C@H:7]2[C@@H:11]([C:12]3[CH:17]=[CH:16][CH:15]=[CH:14][CH:13]=3)[NH:10][C:9](=[S:18])[NH:8]2)[CH:6]=[CH:5][CH:4]=[CH:3][CH:2]=1.[CH3:19][O:20][C:21]1[CH:22]=[C:23]([CH:26]=[CH:27][CH:28]=1)[CH2:24][Cl:25]>CCO>[ClH:25].[CH3:19][O:20][C:21]1[CH:22]=[C:23]([CH:26]=[CH:27][CH:28]=1)[CH2:24][S:18][C:9]1[NH:8][C@H:7]([C:1]2[CH:2]=[CH:3][CH:4]=[CH:5][CH:6]=2)[C@H:11]([C:12]2[CH:13]=[CH:14][CH:15]=[CH:16][CH:17]=2)[N:10]=1 |f:3.4|. Reported procedure: A mixture of intermediate 25 (200 mg, 0.786 mmol) and 3-methoxybenzyl chloride (0.288 mL, 1.57 mmol) in abs. EtOH (2 mL) is heated at 95° C. for 24 h. The reaction mixture is cooled to RT, evaporated to dryness, and the residue suspended in Et2O. The insoluble material is filtered to give 212 mg of the product 218. 1H NMR (DMSO-d6) δ 11.26 (s, 2 H), 7.40 (t, 1 H), 7.30-7.10 (m, 2 H), 7.10-6.90 (m, 7 H), 6.90-6.65 (m, 4 H), 5.78 (s, 2 H), 4.80 (s, 2 H); MS: m/z 375 (M++1). The reactants are CCOC(C)=O, CO, Cl, CC(C)(C)OC(=O)NC1CCC(N2CCCCC2)CC1. The product is NC1CCC(N2CCCCC2)CC1. Reaction SMILES: [C:21]([O:22][CH2:23][CH3:24])(=[O:25])[CH3:26].[CH3:28][OH:29].[ClH:27].[N:1]1([CH:7]2[CH2:8][CH2:9][CH:10]([NH:13][C:14](=[O:15])[O:16][C:17]([CH3:18])([CH3:19])[CH3:20])[CH2:11][CH2:12]2)[CH2:2][CH2:3][CH2:4][CH2:5][CH2:6]1>>[N:1]1([CH:7]2[CH2:8][CH2:9][CH:10]([NH2:13])[CH2:11][CH2:12]2)[CH2:2][CH2:3][CH2:4][CH2:5][CH2:6]1. Reactants: ClC1=C(C=C(C=C1)C(C(C)C)O)C(F)(F)F (1-(4-chloro-3-trifluoromethyl-phenyl)-2-methyl-propan-1-ol), O.C1(=CC=C(C=C1)S(=O)(=O)O)C (p-toluenesulphonic acid monohydrate), O (water). Solvent: C1(=CC=CC=C1)C (toluene). Product: ClC1=C(C=C(C=C1)C=C(C)C)C(F)(F)F (1-chloro-4-(2-methyl-propenyl)-2-trifluoromethyl-benzene). RXN SMILES: [Cl:1][C:2]1[CH:7]=[CH:6][C:5]([CH:8](O)[CH:9]([CH3:11])[CH3:10])=[CH:4][C:3]=1[C:13]([F:16])([F:15])[F:14].O.C1(C)C=CC(S(O)(=O)=O)=CC=1.O>C1(C)C=CC=CC=1>[Cl:1][C:2]1[CH:7]=[CH:6][C:5]([CH:8]=[C:9]([CH3:11])[CH3:10])=[CH:4][C:3]=1[C:13]([F:14])([F:15])[F:16] |f:1.2|. Reported procedure: 1.50 g (5.9 mmol) 1-(4-chloro-3-trifluoromethyl-phenyl)-2-methyl-propan-1-ol and 0.50 g (2.6 mmol) p-toluenesulphonic acid monohydrate in 50 mL toluene are refluxed for 3 hours using the water separator. After working up analogously to Example 1b) a brown oil is obtained. Yield: 1.4 g; mass spectrometry: [M]+=234/6.